Dataset: the Open Reaction Database (ORD), a public repository of structured organic reaction records. Task: describe an organic reaction: reactants, conditions, products, and yield Starting materials: FC1=CC=C(C=C1)CCN1C(=C(C=C1C1CCN(CC1)C)C(=O)OC(C)(C)C)C (tert-butyl 1-[2-(4-fluorophenyl)ethyl]-2-methyl-5-(1-methylpiperidin-4-yl)-1H-pyrrole-3-carboxylate), FC(C(=O)O)(F)F (trifluoroacetic acid). Run in ClCCl (dichloromethane). Run at time 1.5 hour. Yields the product FC1=CC=C(C=C1)CCN1C(=C(C=C1C1CCN(CC1)C)C(=O)O)C (1-[2-(4-fluorophenyl)ethyl]-2-methyl-5-(1-methylpiperidin-4-yl)-1H-pyrrole-3-carboxylic acid). Reaction SMILES: [F:1][C:2]1[CH:7]=[CH:6][C:5]([CH2:8][CH2:9][N:10]2[C:14]([CH:15]3[CH2:20][CH2:19][N:18]([CH3:21])[CH2:17][CH2:16]3)=[CH:13][C:12]([C:22]([O:24]C(C)(C)C)=[O:23])=[C:11]2[CH3:29])=[CH:4][CH:3]=1.FC(F)(F)C(O)=O>ClCCl>[F:1][C:2]1[CH:3]=[CH:4][C:5]([CH2:8][CH2:9][N:10]2[C:14]([CH:15]3[CH2:20][CH2:19][N:18]([CH3:21])[CH2:17][CH2:16]3)=[CH:13][C:12]([C:22]([OH:24])=[O:23])=[C:11]2[CH3:29])=[CH:6][CH:7]=1. Reported procedure: A 230 mg portion of tert-butyl 1-[2-(4-fluorophenyl)ethyl]-2-methyl-5-(1-methylpiperidin-4-yl)-1H-pyrrole-3-carboxylate was dissolved in 2 ml of dichloromethane, and 1 ml of trifluoroacetic acid was added under ice-cooling, followed by stirring at room temperature for 1.5 hours. The reaction liquid was concentrated under a reduced pressure, and a saturated sodium bicarbonate aqueous solution was added, followed by three times extractions with chloroform. After drying the organic layer with anhyd...